Dataset: the Open Reaction Database (ORD), a public repository of structured organic reaction records. Task: describe an organic reaction: reactants, conditions, products, and yield Starting materials: product, C([O-])([O-])=O.[K+].[K+] (potassium carbonate), ClC=1N=NC(=CC1)C1=NC(=NO1)C (3-chloro-6-(3-methyl-1,2,4-oxadiazol-5-yl)pyridazine), Cl.C1(=CC=CC=C1)N1CC2(CC1=O)CCNCC2 (2-phenyl-2,8-diazaspiro[4.5]decan-3-one hydrochloride). Product: CC1=NOC(=N1)C1=CC=C(N=N1)N1CCC2(CC(N(C2)C2=CC=CC=C2)=O)CC1 (8-[6-(3-methyl-1,2,4-oxadiazol-5-yl)pyridazin-3-yl]-2-phenyl-2,8-diazaspiro[4.5]decan-3-one). As a reaction SMILES: Cl[C:2]1[N:3]=[N:4][C:5]([C:8]2[O:12][N:11]=[C:10]([CH3:13])[N:9]=2)=[CH:6][CH:7]=1.Cl.[C:15]1([N:21]2[C:25](=[O:26])[CH2:24][C:23]3([CH2:31][CH2:30][NH:29][CH2:28][CH2:27]3)[CH2:22]2)[CH:20]=[CH:19][CH:18]=[CH:17][CH:16]=1.C(=O)([O-])[O-].[K+].[K+]>>[CH3:13][C:10]1[N:9]=[C:8]([C:5]2[N:4]=[N:3][C:2]([N:29]3[CH2:28][CH2:27][C:23]4([CH2:22][N:21]([C:15]5[CH:20]=[CH:19][CH:18]=[CH:17][CH:16]=5)[C:25](=[O:26])[CH2:24]4)[CH2:31][CH2:30]3)=[CH:7][CH:6]=2)[O:12][N:11]=1 |f:1.2,3.4.5|. Procedure details: The object product (142 mg, 64%) was obtained in the same manner as in Example 1 and using 3-chloro-6-(3-methyl-1,2,4-oxadiazol-5-yl)pyridazine (111 mg) obtained in Example 43(2), 2-phenyl-2,8-diazaspiro[4.5]decan-3-one hydrochloride (150 mg) and potassium carbonate (155 mg).